Dataset: the Open Reaction Database (ORD), a public repository of structured organic reaction records. Task: describe an organic reaction: reactants, conditions, products, and yield Product: C1(=CC=CC=C1)S(=O)(=O)ON1N=NC2=C1C=CC=C2 (1-benzenesulfonyloxy-1,2,3-benzotriazole). Procedure details: In 1 N aqueous sodium hydroxide (49 ml) is dissolved 1-hydroxy-1,2,3-benzotriazole (6.6 g) (pH 6.8). To the solution is added dropwise benzenesulfonyl chloride (8.8 g) with stirring under ice-cooling and the mixture is stirred for 1 hour. The reaction mixture is extracted with ethyl acetate and the extract is washed with water and dried over anhydrous magnesium sulfate. After drying, the solvent is distilled off. The crystalline residue is cracked well in n-hexane and separated by filtration and... As a reaction SMILES: [OH:1][N:2]1[C:6]2[CH:7]=[CH:8][CH:9]=[CH:10][C:5]=2[N:4]=[N:3]1.[C:11]1([S:17](Cl)(=[O:19])=[O:18])[CH:16]=[CH:15][CH:14]=[CH:13][CH:12]=1>[OH-].[Na+]>[C:11]1([S:17]([O:1][N:2]2[C:6]3[CH:7]=[CH:8][CH:9]=[CH:10][C:5]=3[N:4]=[N:3]2)(=[O:19])=[O:18])[CH:16]=[CH:15][CH:14]=[CH:13][CH:12]=1 |f:2.3|. Yield: 85.5%. The reactants are ON1N=NC2=C1C=CC=C2 (1-hydroxy-1,2,3-benzotriazole), C1(=CC=CC=C1)S(=O)(=O)Cl (benzenesulfonyl chloride). Solvent: [OH-].[Na+] (sodium hydroxide). The reactants are BrCC1=NN(N=C1OC)C1=CC=C(C=C1)C(F)(F)F (4-(bromomethyl)-5-methoxy-2-[4-(trifluoromethyl)phenyl]-2H-1,2,3-triazole), BrCC1=NN(N=C1OC)C1=CC=C(C=C1)C(F)(F)F (4-(bromomethyl)-5-methoxy-2-[4-(trifluoromethyl)phenyl]-2H-1,2,3-triazole), FC(C1=NNC=C1)(F)F (3-(trifluoromethyl)pyrazole), C([O-])([O-])=O.[K+].[K+] (potassium carbonate). Run in CN(C=O)C (N,N-dimethylformamide), O (water). Conditions: temperature 55 celsius, time 75 minute. Yields the product COC1=NN(N=C1CN1N=C(C=C1)C(F)(F)F)C1=CC=C(C=C1)C(F)(F)F (4-methoxy-2-[4-(trifluoromethyl)phenyl]-5-[[3-(trifluoromethyl)-1H-pyrazol-1-yl]methyl]-2H-1,2,3-triazole). As a reaction SMILES: Br[CH2:2][C:3]1[C:7]([O:8][CH3:9])=[N:6][N:5]([C:10]2[CH:15]=[CH:14][C:13]([C:16]([F:19])([F:18])[F:17])=[CH:12][CH:11]=2)[N:4]=1.[F:20][C:21]([F:28])([F:27])[C:22]1[CH:26]=[CH:25][NH:24][N:23]=1.C(=O)([O-])[O-].[K+].[K+]>CN(C)C=O.O>[CH3:9][O:8][C:7]1[C:3]([CH2:2][N:24]2[CH:25]=[CH:26][C:22]([C:21]([F:28])([F:27])[F:20])=[N:23]2)=[N:4][N:5]([C:10]2[CH:15]=[CH:14][C:13]([C:16]([F:19])([F:18])[F:17])=[CH:12][CH:11]=2)[N:6]=1 |f:2.3.4|. Procedure details: To a solution of 4-(bromomethyl)-5-methoxy-2-[4-(trifluoromethyl)phenyl]-2H-1,2,3-triazole (i.e. the product of Example 1, Step D) (0.25 g, 66 weight %, 0.5 mmol) in N,N-dimethylformamide (2 mL total), was added 3-(trifluoromethyl)pyrazole (0.082 g, 0.6 mmol) and anhydrous potassium carbonate (0.21 g, 1.5 mmol). The mixture was heated to 55° C. and stirred for 75 min. The reaction mixture was cooled to 23° C., diluted with water (20 mL) and extracted with ethyl acetate (15 mL). The organic layer...